From a dataset of the Open Reaction Database (ORD), a public repository of structured organic reaction records. describe an organic reaction: reactants, conditions, products, and yield Starting materials: C(C)(C)(C)OC(=O)N[C@@]1([C@@H]2[C@H]([C@@H]2[C@@H]([C@H]1CSC1=CC(=C(C=C1)F)F)O)C(=O)OC(C)(C)C)C(=O)OC(C)(C)C (Di-tert-butyl (1S,2R,3S,4S,5R,6R)-2-[(tert-butoxycarbonyl)amino]-3-{[(3,4-difluorophenyl)sulfanyl]methyl}-4-hydroxybicyclo[3.1.0]hexane-2,6-dicarboxylate), Cl (Hydrogen chloride). Run in ClCCl (dichloromethane). Reaction conditions: temperature 70 celsius. Product: Cl.N[C@@]1([C@@H]2[C@H]([C@@H]2[C@@H]([C@H]1CSC1=CC(=C(C=C1)F)F)O)C(=O)O)C(=O)O ((1S,2R,3S,4S,5R,6R)-2-amino-3-[(3,4-difluorophenyl)sulfanylmethyl]-4-hydroxy-bicyclo[3.1.0]hexane-2,6-dicarboxylic acid hydrochloride). RXN SMILES: C(OC([NH:8][C@@:9]1([C:33]([O:35]C(C)(C)C)=[O:34])[C@H:14]([CH2:15][S:16][C:17]2[CH:22]=[CH:21][C:20]([F:23])=[C:19]([F:24])[CH:18]=2)[C@@H:13]([OH:25])[C@@H:12]2[C@H:10]1[C@H:11]2[C:26]([O:28]C(C)(C)C)=[O:27])=O)(C)(C)C.[ClH:40]>ClCCl>[ClH:40].[NH2:8][C@@:9]1([C:33]([OH:35])=[O:34])[C@H:14]([CH2:15][S:16][C:17]2[CH:22]=[CH:21][C:20]([F:23])=[C:19]([F:24])[CH:18]=2)[C@@H:13]([OH:25])[C@@H:12]2[C@H:10]1[C@H:11]2[C:26]([OH:28])=[O:27] |f:3.4|. Procedure details: Di-tert-butyl (1S,2R,3S,4S,5R,6R)-2-[(tert-butoxycarbonyl)amino]-3-{[(3,4-difluorophenyl)sulfanyl]methyl}-4-hydroxybicyclo[3.1.0]hexane-2,6-dicarboxylate (4.11 g, 7.19 mmol) is weighed into a one liter round bottom with a stirring bar. Hydrogen chloride (4N in dioxane, 120 mL, 480.0 mmol) is added. The mixture is warmed to 70° C. for 2 hours and then allowed to cool to ambient temperature. The solvent is removed under reduced pressure to give a residue. The residue is dissolve in dichloromethane...